This data is from the Open Reaction Database (ORD), a public repository of structured organic reaction records. The task is: describe an organic reaction: reactants, conditions, products, and yield Reactants: O=C(OO)c1cccc(Cl)c1, CCOC(=O)C(=C(C)C)c1ccc(Cl)cc1, ClCCl, I, [Na+], [OH-], O. Yields the product CCOC(=O)C1(c2ccc(Cl)cc2)OC1(C)C. As a reaction SMILES: [Cl:17][c:18]1[cH:19][cH:20][cH:21][c:22]([C:23]([O:24][OH:26])=[O:25])[cH:27]1.[Cl:1][c:2]1[cH:3][cH:4][c:5]([C:8]([C:9](=[O:10])[O:11][CH2:12][CH3:13])=[C:14]([CH3:15])[CH3:16])[cH:6][cH:7]1.[Cl:31][CH2:32][Cl:33].[I:28].[Na+:30].[OH-:29].[OH2:34]>>[Cl:1][c:2]1[cH:3][cH:4][c:5]([C:8]2([C:9](=[O:10])[O:11][CH2:12][CH3:13])[C:14]([CH3:15])([CH3:16])[O:25]2)[cH:6][cH:7]1. Starting materials: Cl.Cl.CNNC (N,N′-dimethylhydrazine dihydrochloride), C([O-])([O-])=O.[K+].[K+] (potassium carbonate), BrC=1C=C(N(C1)C1=NC=CC=C1Cl)C1=NC2=C(C(O1)=O)C=C(C=C2C)Cl (2-[4-bromo-1-(3-chloro-2-pyridinyl)-1H-pyrrol-2-yl]-6-chloro-8-methyl-4H-3,1-benzoxazine-4-one). Run in CN(C=O)C (N,N-dimethylformamide), O (water), O (Water). Run at time 6 hour. Product: BrC=1C=C(N(C1)C1=NC=CC=C1Cl)C(=O)NC1=C(C=C(C=C1C)Cl)C(=O)N(NC)C (4-bromo-N-[4-chloro-2-(N,N′-dimethylhydrazinocarbonyl)-6-methylphenyl]-1-(3-chloro-2-pyridinyl)-1H-pyrrole-2-carboxamide). Isolated yield 23.3%. RXN SMILES: Cl.Cl.[CH3:3][NH:4][NH:5][CH3:6].C(=O)([O-])[O-].[K+].[K+].[Br:13][C:14]1[CH:15]=[C:16]([C:26]2[O:31][C:30](=[O:32])[C:29]3[CH:33]=[C:34]([Cl:38])[CH:35]=[C:36]([CH3:37])[C:28]=3[N:27]=2)[N:17]([C:19]2[C:24]([Cl:25])=[CH:23][CH:22]=[CH:21][N:20]=2)[CH:18]=1>O.CN(C)C=O>[Br:13][C:14]1[CH:15]=[C:16]([C:26]([NH:27][C:28]2[C:36]([CH3:37])=[CH:35][C:34]([Cl:38])=[CH:33][C:29]=2[C:30]([N:4]([CH3:3])[NH:5][CH3:6])=[O:32])=[O:31])[N:17]([C:19]2[C:24]([Cl:25])=[CH:23][CH:22]=[CH:21][N:20]=2)[CH:18]=1 |f:0.1.2,3.4.5|. Procedure: To a mixture of 0.29 g of N,N′-dimethylhydrazine dihydrochloride, 1 ml of water, 0.31 g of potassium carbonate and 10 ml of N,N-dimethylformamide was added 1.0 g of 2-[4-bromo-1-(3-chloro-2-pyridinyl)-1H-pyrrol-2-yl]-6-chloro-8-methyl-4H-3,1-benzoxazine-4-one. The resulting mixture was stirred at room temperature for 6 hours. Water was poured into the reaction mixture, and the mixture was extracted with ethyl acetate three times. The organic layers were combined, dried over anhydrous sodium sulf... RXN SMILES: Cl[C:2]1[CH:3]=[C:4]([CH:9]=[C:10]([CH:12]=[O:13])[N:11]=1)[C:5]([O:7][CH3:8])=[O:6].[O:14]1[CH:18]=[CH:17][CH:16]=[C:15]1B(O)O.C([O-])([O-])=O.[Na+].[Na+].CCOC(C)=O>O.C1COCC1.C1C=CC([P]([Pd]([P](C2C=CC=CC=2)(C2C=CC=CC=2)C2C=CC=CC=2)([P](C2C=CC=CC=2)(C2C=CC=CC=2)C2C=CC=CC=2)[P](C2C=CC=CC=2)(C2C=CC=CC=2)C2C=CC=CC=2)(C2C=CC=CC=2)C2C=CC=CC=2)=CC=1>[CH:12]([C:10]1[CH:9]=[C:4]([CH:3]=[C:2]([C:15]2[O:14][CH:18]=[CH:17][CH:16]=2)[N:11]=1)[C:5]([O:7][CH3:8])=[O:6])=[O:13] |f:2.3.4,^1:43,45,64,83|. Starting materials: CCOC(=O)C (EtOAc), ClC=1C=C(C(=O)OC)C=C(N1)C=O (methyl 2-chloro-6-formylisonicotinate), O1C(=CC=C1)B(O)O (2-furanboronic acid), C(=O)([O-])[O-].[Na+].[Na+] (Na2CO3). The reagents and catalysts are C=1C=CC(=CC1)[P](C=2C=CC=CC2)(C=3C=CC=CC3)[Pd]([P](C=4C=CC=CC4)(C=5C=CC=CC5)C=6C=CC=CC6)([P](C=7C=CC=CC7)(C=8C=CC=CC8)C=9C=CC=CC9)[P](C=1C=CC=CC1)(C=1C=CC=CC1)C=1C=CC=CC1 (Pd(PPh3)4). Reaction conditions: temperature 55 celsius, time 14 hour. The yield is 42.5%. Procedure details: To a degassed mixture of 205 mg (1.027 mmol) of methyl 2-chloro-6-formylisonicotinate, 183 mg (1.64 mmol) of 2-furanboronic acid, and 316 mg (2.98 mmol) of Na2CO3 in 2 mL of H2O and 4 mL of THF was added 263 mg (0.227 mmol) of Pd(PPh3)4. The mixture was stirred at 55° C. for 14 h, and EtOAc and H2O were added. The aqueous layer was extracted with EtOAc, and the combined extracts were washed with brine, dried over Na2SO4, filtered, and concentrated. Purification by flash silica gel chromatography... Yields the product C(=O)C=1C=C(C(=O)OC)C=C(N1)C=1OC=CC1 (methyl 2-formyl-6-(furan-2-yl)isonicotinate). Run in O (H2O), O (H2O), C1CCOC1 (THF).